From a dataset of the Open Reaction Database (ORD), a public repository of structured organic reaction records. describe an organic reaction: reactants, conditions, products, and yield Starting materials: C(CCC)C=1NC=C(N1)CO (2-butyl-1H-imidazole-4-methanol), O1CCOCC1 (dioxane), BrN1C(CCC1=O)=O (N-bromo succinimide). Solvent: COCCO (2-methoxyethanol). Conditions: time 90 minute. The product is BrC1=C(N=C(N1)CCCC)CO (5-bromo-2-butyl-1H-imidazole-4-methanol). Isolated yield 29.0%. As a reaction SMILES: [CH2:1]([C:5]1[NH:6][CH:7]=[C:8]([CH2:10][OH:11])[N:9]=1)[CH2:2][CH2:3][CH3:4].O1CCOCC1.[Br:18]N1C(=O)CCC1=O>COCCO>[Br:18][C:7]1[NH:6][C:5]([CH2:1][CH2:2][CH2:3][CH3:4])=[N:9][C:8]=1[CH2:10][OH:11]. Procedure details: 10 g of 2-butyl-1H-imidazole-4-methanol (obtained by 0,253,310) were introduced into 150 ml of dioxane and 150 ml of 2-methoxyethanol with stirring and 12.7 g of N-bromo succinimide were added. The mixture was stirred at 40° C. for 2 hours and the reaction medium was allowed to cool down to ambient temperature for 90 minutes. After evaporation, the crystals were taken up in 250 ml of ethyl acetate and 150 ml of water and extraction was carried out with ethyl acetate. The extracts were washed wit... Reactants: O=C1N(C(c2ccccc2)c2ccccc2)c2cccc(Cl)c2C1(O)c1cc2c(cc1O)OCC2, COc1ccc(CN2C(=O)C(O)(c3cc4c(cc3O)OCCO4)c3c2ccc2ncsc32)cc1. Yields the product COc1ccc(CN2C(=O)C(c3cc4c(cc3O)OCCO4)c3c2ccc2ncsc32)cc1. Reaction SMILES: [Cl:35][c:36]1[cH:37][cH:38][cH:39][c:40]2[c:41]1[C:42]([OH:43])([c:44]1[c:45]([OH:46])[cH:47][c:48]3[c:52]([cH:53]1)[CH2:51][CH2:50][O:49]3)[C:54](=[O:55])[N:56]2[CH:57]([c:58]1[cH:59][cH:60][cH:61][cH:62][cH:63]1)[c:64]1[cH:65][cH:66][cH:67][cH:68][cH:69]1.[OH:1][C:2]1([c:24]2[cH:25][c:26]3[c:27]([cH:32][c:33]2[OH:34])[O:28][CH2:29][CH2:30][O:31]3)[C:3](=[O:23])[N:4]([CH2:14][c:15]2[cH:16][cH:17][c:18]([O:21][CH3:22])[cH:19][cH:20]2)[c:5]2[cH:6][cH:7][c:8]3[c:9]([c:10]21)[s:11][cH:12][n:13]3>>[CH:2]1([c:24]2[cH:25][c:26]3[c:27]([cH:32][c:33]2[OH:34])[O:28][CH2:29][CH2:30][O:31]3)[C:3](=[O:23])[N:4]([CH2:14][c:15]2[cH:16][cH:17][c:18]([O:21][CH3:22])[cH:19][cH:20]2)[c:5]2[cH:6][cH:7][c:8]3[c:9]([c:10]21)[s:11][cH:12][n:13]3. Procedure: Into 10 ml of methanol was dissolved 0.216 g of ethyl 2-[2-({2-chloro-4-fluoro-5-[3-methyl-2,6-dioxo-4-(trifluoromethyl)-1,2,3,6-tetrahydropyrimidine-1-yl]phenoxy}methyl)phenoxy]propionate obtained in the above-described Production Example 3; a catalytic amount of sodium methoxide was added under ice-cooling and stirring and the mixture was stirred for 6 hours at room temperature. The reaction solution was poured into IN hydrochloric acid and the mixture was extracted twice with ethyl acetate. T... Yields the product ClC1=C(OCC2=C(OC(C(=O)OC)C)C=CC=C2)C=C(C(=C1)F)N1C(N(C(=CC1=O)C(F)(F)F)C)=O (methyl 2-[2-({ 2-chloro-4-fluoro-5-[3-methyl-2,6-dioxo-4-(trifluoromethyl)-1,2,3,6-tetrahydropyrimidine-1-yl]phenoxy}methyl)phenoxy]propionate). Isolated yield 91.7%. The reactants are CO (methanol), ClC1=C(OCC2=C(OC(C(=O)OCC)C)C=CC=C2)C=C(C(=C1)F)N1C(N(C(=CC1=O)C(F)(F)F)C)=O (ethyl 2-[2-({2-chloro-4-fluoro-5-[3-methyl-2,6-dioxo-4-(trifluoromethyl)-1,2,3,6-tetrahydropyrimidine-1-yl]phenoxy}methyl)phenoxy]propionate), C[O-].[Na+] (sodium methoxide). Run in Cl (hydrochloric acid). As a reaction SMILES: CO.[Cl:3][C:4]1[CH:25]=[C:24]([F:26])[C:23]([N:27]2[C:32](=[O:33])[CH:31]=[C:30]([C:34]([F:37])([F:36])[F:35])[N:29]([CH3:38])[C:28]2=[O:39])=[CH:22][C:5]=1[O:6][CH2:7][C:8]1[CH:21]=[CH:20][CH:19]=[CH:18][C:9]=1[O:10][CH:11]([CH3:17])[C:12]([O:14][CH2:15]C)=[O:13].C[O-].[Na+]>Cl>[Cl:3][C:4]1[CH:25]=[C:24]([F:26])[C:23]([N:27]2[C:32](=[O:33])[CH:31]=[C:30]([C:34]([F:35])([F:36])[F:37])[N:29]([CH3:38])[C:28]2=[O:39])=[CH:22][C:5]=1[O:6][CH2:7][C:8]1[CH:21]=[CH:20][CH:19]=[CH:18][C:9]=1[O:10][CH:11]([CH3:17])[C:12]([O:14][CH3:15])=[O:13] |f:2.3|. Reactants: [Br-], O=C([O-])O, C1CCOC1, C[Mg+], Cl, N#Cc1ccc(F)cn1, [Na+]. The product is CC(=O)c1ccc(F)cn1. Reaction SMILES: [Br-:10].[C:14]([OH:15])([O-:16])=[O:17].[CH2:19]1[O:20][CH2:21][CH2:22][CH2:23]1.[CH3:11][Mg+:12].[ClH:13].[F:1][c:2]1[cH:3][cH:4][c:5]([C:8]#[N:9])[n:6][cH:7]1.[Na+:18]>>[F:1][c:2]1[cH:3][cH:4][c:5]([C:14]([CH3:11])=[O:17])[n:6][cH:7]1. Isolated yield 100.0%. Reaction SMILES: [CH2:1]([C:3]1[CH:11]=[CH:10][C:6]([C:7](Cl)=[O:8])=[CH:5][CH:4]=1)[CH3:2].[C:12]1([O:18][CH3:19])[CH:17]=[CH:16][CH:15]=[CH:14][CH:13]=1.[Cl-].[Al+3].[Cl-].[Cl-]>C(Cl)Cl>[CH2:1]([C:3]1[CH:11]=[CH:10][C:6]([C:7]([C:15]2[CH:16]=[CH:17][C:12]([O:18][CH3:19])=[CH:13][CH:14]=2)=[O:8])=[CH:5][CH:4]=1)[CH3:2] |f:2.3.4.5|. Reaction conditions: temperature 0 celsius, time 1 hour. Procedure: To a solution of 4-ethylbenzoyl chloride (8.6 g, 51.0 mmol) in anhydrous DCM (200 mL) at −5 to 0° C., was added anisole (5.46 g, 50.5 mmol), followed by addition of aluminum chloride (7.0 g, 52.5 mmol) over 5 minutes. The resulting yellow reaction mixture was stirred at 0° C. for 1 h and then at rt for 2 h. The reaction mixture was poured into ice water (300 mL), extracted with DCM (300 mL×2). Combined DCM solution was washed with 1M aqueous HCl (300 mL×1), 2 N aqueous NaOH (200 ml×1), brine (40... Starting materials: C(C)C1=CC=C(C(=O)Cl)C=C1 (4-ethylbenzoyl chloride), C1(=CC=CC=C1)OC (anisole), ice water, [Cl-].[Al+3].[Cl-].[Cl-] (aluminum chloride). Product: C(C)C1=CC=C(C=C1)C(=O)C1=CC=C(C=C1)OC ((4-ethylphenyl)(4-methoxyphenyl)methanone). Run in C(Cl)Cl (DCM). Reactants: BrC=1C=CC(=C(C#N)C1)OC(C(F)(F)F)C (5-bromo-2-(2,2,2-trifluoro-1-methylethoxy)benzonitrile), [Li]CCCC (n-BuLi), [OH-].[Na+] (NaOH), C(=O)=O (CO2). Solvent: CCCCCC (n-hexane), C1(=CC=CC=C1)C.C1CCOC1 (toluene THF). Run at time 0.5 hour. The product is C(#N)C=1C=C(C(=O)O)C=CC1OC(C(F)(F)F)C (3-cyano-4-(2,2,2-trifluoro-1-methylethoxy)benzoic acid). As a reaction SMILES: Br[C:2]1[CH:3]=[CH:4][C:5]([O:10][CH:11]([CH3:16])[C:12]([F:15])([F:14])[F:13])=[C:6]([CH:9]=1)[C:7]#[N:8].[Li]CCCC.[C:22](=[O:24])=[O:23].[OH-].[Na+]>CCCCCC.C1(C)C=CC=CC=1.C1COCC1>[C:7]([C:6]1[CH:9]=[C:2]([CH:3]=[CH:4][C:5]=1[O:10][CH:11]([CH3:16])[C:12]([F:15])([F:14])[F:13])[C:22]([OH:24])=[O:23])#[N:8] |f:3.4,6.7|. Procedure: To 5-bromo-2-(2,2,2-trifluoro-1-methylethoxy)benzonitrile in a mixed solvent of toluene/THF (4:1) was added a solution of n-BuLi in n-hexane at −78° C. With passing a CO2 gas therethrough, the solution was stirred for 0.5 hour. To the reaction solution was added a 1M aqueous NaOH solution to complete the reaction, and followed by extraction with diethyl ether. The organic layer was acidified by adding 1M HCl, extracted with EtOAc, dried over anhydrous MgSO4, and concentrated. The residue was pur... Product: CN1C(=C(C=C1C1=CC=CC=C1)C(=O)O)C (1,2-Dimethyl-5-phenyl-1H-pyrrole-3-carboxylic acid). Reported procedure: To the solution of Ethyl 1,2-dimethyl-5-phenyl-1H-pyrrole-3-carboxylic acid (3 g, 13 mmol) in EtOH (50 ml) was added NaOH (1.6 g, 39 mmol) at room temperature. The reaction mixture was refluxed for 1 day with LC-MS monitoring. After reaction complete, EtOH was evaporated under reduced pressure. Water (50 ml) was added and washed aqueous layer with diethyl ether twice. 1N HCl solution was added to aqueous layer until pH<3. And extraction was accomplished with EtOAc. Organic layer was dried with M... The solvent is CCO (EtOH). The reactants are C(C)C=1C(=C(N(C1C1=CC=CC=C1)C)C)C(=O)O (Ethyl 1,2-dimethyl-5-phenyl-1H-pyrrole-3-carboxylic acid), [OH-].[Na+] (NaOH). Yield: 92.9%. Reaction SMILES: C([C:3]1[C:4]([C:16]([OH:18])=[O:17])=[C:5]([CH3:15])[N:6]([CH3:14])[C:7]=1[C:8]1[CH:13]=[CH:12][CH:11]=[CH:10][CH:9]=1)C.[OH-].[Na+]>CCO>[CH3:14][N:6]1[C:7]([C:8]2[CH:13]=[CH:12][CH:11]=[CH:10][CH:9]=2)=[CH:3][C:4]([C:16]([OH:18])=[O:17])=[C:5]1[CH3:15] |f:1.2|. The reactants are OCC1=CC=C(C=C1)C(C)=O (1-(4-hydroxymethyl-phenyl)-ethanone), C(=O)C1=CC=C(C=CC(=O)O)C=C1 (4-formylcinnamic acid), [OH-].[K+] (KOH). The solvent is CCO (EtOH). Run at time 8 hour. Product: OCC1=CC=C(C=C1)C(/C=C/C1=CC=C(C=C1)/C=C/C(=O)O)=O ((E)-3-{4-[(E)-3-(4-hydroxymethyl-phenyl)-3-oxo-propenyl]-phenyl}-acrylic acid). Yield: 67.6%. As a reaction SMILES: [OH:1][CH2:2][C:3]1[CH:8]=[CH:7][C:6]([C:9](=[O:11])[CH3:10])=[CH:5][CH:4]=1.[CH:12]([C:14]1[CH:24]=[CH:23][C:17]([CH:18]=[CH:19][C:20]([OH:22])=[O:21])=[CH:16][CH:15]=1)=O.[OH-].[K+]>CCO>[OH:1][CH2:2][C:3]1[CH:8]=[CH:7][C:6]([C:9](=[O:11])/[CH:10]=[CH:12]/[C:14]2[CH:15]=[CH:16][C:17](/[CH:18]=[CH:19]/[C:20]([OH:22])=[O:21])=[CH:23][CH:24]=2)=[CH:5][CH:4]=1 |f:2.3|. Procedure details: A mixture of 1-(4-hydroxymethyl-phenyl)-ethanone (1 g, 6.67 mmol), 4-formylcinnamic acid (1.17 g, 6.67 mmol) and 1.7 M KOH (5.89 ml) in EtOH (60 ml) was stirred at room temperature overnight. The resulting precipitate was filtered and washed with EtOH to give 1.39 g of (E)-3-{4-[(E)-3-(4-hydroxymethyl-phenyl)-3-oxo-propenyl]-phenyl}-acrylic acid as its potassium salt. Reactants: Cc1ccccc1, Nc1ccc(F)cc1-c1ccc(Cl)c(Cl)c1, Cn1cc(C(=O)Cl)c(C(F)F)n1. Yields the product Cn1cc(C(=O)Nc2ccc(F)cc2-c2ccc(Cl)c(Cl)c2)c(C(F)F)n1. Reaction SMILES: [CH3:29][c:30]1[cH:31][cH:32][cH:33][cH:34][cH:35]1.[Cl:13][c:14]1[cH:15][c:16](-[c:21]2[c:22]([NH2:28])[cH:23][cH:24][c:25]([F:27])[cH:26]2)[cH:17][cH:18][c:19]1[Cl:20].[F:1][CH:2]([c:3]1[n:4][n:5]([CH3:11])[cH:6][c:7]1[C:8](=[O:9])[Cl:10])[F:12]>>[F:1][CH:2]([c:3]1[n:4][n:5]([CH3:11])[cH:6][c:7]1[C:8](=[O:9])[NH:28][c:22]1[c:21](-[c:16]2[cH:15][c:14]([Cl:13])[c:19]([Cl:20])[cH:18][cH:17]2)[cH:26][c:25]([F:27])[cH:24][cH:23]1)[F:12]. Yields the product COc1cccc(Sc2c(C(C)C)nc(CO)n2Cc2ccncc2)c1. Starting materials: COc1cccc(Sc2c(C(C)C)nc(COCc3ccccc3)n2Cc2ccncc2)c1, CCO, Cl. Reaction SMILES: [CH2:1]([c:2]1[cH:3][cH:4][cH:5][cH:6][cH:7]1)[O:8][CH2:9][c:10]1[n:11]([CH2:27][c:28]2[cH:29][cH:30][n:31][cH:32][cH:33]2)[c:12]([S:18][c:19]2[cH:20][c:21]([O:25][CH3:26])[cH:22][cH:23][cH:24]2)[c:13]([CH:15]([CH3:16])[CH3:17])[n:14]1.[CH3:35][CH2:36][OH:37].[ClH:34]>>[OH:8][CH2:9][c:10]1[n:11]([CH2:27][c:28]2[cH:29][cH:30][n:31][cH:32][cH:33]2)[c:12]([S:18][c:19]2[cH:20][c:21]([O:25][CH3:26])[cH:22][cH:23][cH:24]2)[c:13]([CH:15]([CH3:16])[CH3:17])[n:14]1.